This data is from the Open Reaction Database (ORD), a public repository of structured organic reaction records. The task is: describe an organic reaction: reactants, conditions, products, and yield Starting materials: OCC(C)(CO)C (Neopentyl glycol), [Li]CCCC (n-BuLi), BrC=1C=CC(=NC1)CNC(OC(C)(C)C)=O (tert-butyl (5-bromopyridin-2-yl)methylcarbamate), C(C)(C)OB(OC(C)C)OC(C)C (triisopropylborate). Solvent: C1CCOC1 (THF). Reaction conditions: temperature -78 celsius, time 5 minute. The product is C(C)(C)(C)OC(NCC1=NC=C(C=C1)B1OCC(CO1)(C)C)=O (tert-Butyl[5-(5,5-dimethyl-1,3,2-dioxaborinan-2-yl)pyridin-2-yl]methylcarbamate). RXN SMILES: [Li]C[CH2:3][CH2:4][CH3:5].Br[C:7]1[CH:8]=[CH:9][C:10]([CH2:13][NH:14][C:15](=[O:21])[O:16][C:17]([CH3:20])([CH3:19])[CH3:18])=[N:11][CH:12]=1.[CH:22]([O:25][B:26](OC(C)C)[O:27][CH:28](C)C)(C)C.OCC(C)(CO)C>C1COCC1>[C:17]([O:16][C:15](=[O:21])[NH:14][CH2:13][C:10]1[CH:9]=[CH:8][C:7]([B:26]2[O:27][CH2:28][C:4]([CH3:3])([CH3:5])[CH2:22][O:25]2)=[CH:12][N:11]=1)([CH3:20])([CH3:19])[CH3:18]. Procedure details: n-BuLi (27 mL, 2.5 M) was slowly added to a stirred solution of tert-butyl (5-bromopyridin-2-yl)methylcarbamate (17.7 g, 61.6 mmol) in THF (280 mL) at −78° C. under an argon atmosphere. After 5 min at −78° C., triisopropylborate (28.5 mL, 123 mmol) was added and the mixture was stirred at −78° C. for 1 h. Neopentyl glycol (6.4 g, 61.4 mmol) was added and the reaction mixture was allowed to reach rt and was stirred for 2.5 d. The reaction was quenched with water (300 mL). The phases were separate... Reactants: Brc1ccc2c(c1)CCCO2, Clc1ccnc2ccccc12. The product is Clc1cc(-c2ccc3c(c2)CCCO3)nc2ccccc12. RXN SMILES: [Br:12][c:13]1[cH:14][c:15]2[c:20]([cH:21][cH:22]1)[O:19][CH2:18][CH2:17][CH2:16]2.[Cl:1][c:2]1[cH:3][cH:4][n:5][c:6]2[cH:7][cH:8][cH:9][cH:10][c:11]12>>[Cl:1][c:2]1[cH:3][c:4](-[c:13]2[cH:14][c:15]3[c:20]([cH:21][cH:22]2)[O:19][CH2:18][CH2:17][CH2:16]3)[n:5][c:6]2[cH:7][cH:8][cH:9][cH:10][c:11]12. Starting materials: C (charcoal), above pure intermediate, CN(S(=O)(=O)Cl)C (Dimethylsulfamoyl chloride), NC1=CC=C(C=C1)C(C)=O (p-aminoacetophenone), solid. Solvent: N1=CC=CC=C1 (pyridine). Reaction conditions: time 8 hour. Product: C(C)(=O)C1=CC=C(C=C1)NS(=O)(=O)N(C)C (N-(4-Acetylphenyl)-N',N'-dimethylsulfamide). As a reaction SMILES: [CH3:1][N:2]([CH3:7])[S:3](Cl)(=[O:5])=[O:4].[NH2:8][C:9]1[CH:14]=[CH:13][C:12]([C:15](=[O:17])[CH3:16])=[CH:11][CH:10]=1.C>N1C=CC=CC=1>[C:15]([C:12]1[CH:13]=[CH:14][C:9]([NH:8][S:3]([N:2]([CH3:7])[CH3:1])(=[O:5])=[O:4])=[CH:10][CH:11]=1)(=[O:17])[CH3:16]. Procedure details: Dimethylsulfamoyl chloride (14.4 g., 0.10 mole) is added dropwise to p-aminoacetophenone (13.5 g., 0.10 mole) in pyridine (60 ml.) at 10°-15° C. The mixture is stirred at room temperature overnight and then added to excess 6N HC1 to give 14.1 g. (58%) of solid. The solid is dissolved in base, treated with charcoal, reprecipitated with dil. HC1, and recrystallized from water-isopropanol to give 8.9 g. (37%) of the above pure intermediate, m.p. 129°-130° C. The reactants are CCOC(=O)C1(C(C#N)NC(C)c2ccccc2)CC1, CCO, [H][H]. The product is CC(NC1CNC(=O)C12CC2)c1ccccc1. RXN SMILES: [C:1](#[N:2])[CH:3]([C:4]1([C:7](=[O:8])[O:9][CH2:10][CH3:11])[CH2:5][CH2:6]1)[NH:12][CH:13]([CH3:14])[c:15]1[cH:16][cH:17][cH:18][cH:19][cH:20]1.[CH3:23][CH2:24][OH:25].[H:21][H:22]>>[CH2:1]1[NH:2][C:7](=[O:8])[C:4]2([CH:3]1[NH:12][CH:13]([CH3:14])[c:15]1[cH:16][cH:17][cH:18][cH:19][cH:20]1)[CH2:5][CH2:6]2. Reaction SMILES: [Cl:1][C:2]1[CH:3]=[C:4]([NH2:11])[C:5](=[CH:9][CH:10]=1)C(O)=O.[CH:12]([O-])([O-])OC.[CH3:17][OH:18].[NH3:19]>>[Cl:1][C:2]1[CH:3]=[C:4]2[C:5]([C:17](=[O:18])[NH:19][CH:12]=[N:11]2)=[CH:9][CH:10]=1 |f:2.3|. Conditions: time 2 hour. Isolated yield 99.0%. Procedure: In a 2-mL volume stainless steel pressure-resistant vessel were placed 330 mg (1.9 mmol) of 4-chloroanthranilic acid, 403 mg (3.8 mmol) of methyl orthoformate, and 1.2 mL (8.4 mmol) of 15 wt. % ammonia methanol solution. The reaction was carried out at 120° C. for 2 hours. After the reaction was complete, the reaction mixture was cooled to room temperature and analyzed (according to absolute quantitative analysis) by high performance liquid chromatography. There was produced 343 mg (reaction yie... The reactants are ClC=1C=C(C(C(=O)O)=CC1)N (4-chloroanthranilic acid), C(OC)([O-])[O-] (methyl orthoformate), CO.N (ammonia methanol). Product: ClC1=CC=C2C(NC=NC2=C1)=O (7-chloroquinazolin-4-one). Reactants: 10, C(C)N(CCC1(CC2=C(N(C3=C1C=CC=C3)CC)C=CC=C2)C#N)CC (10-[2-(diethylamino)ethyl]-5-ethyl-10,11-dihydro-5H-dibenz[b,f]azepine-10-carbonitrile), Cl (hydrogen chloride). The solvent is CC(C)O (2-propanol), CC(C)O (2-propanol). Product: Cl.C(C)N(CCC1(CC2=C(N(C3=C1C=CC=C3)CC)C=CC=C2)C#N)CC (10-[2-(diethylamino)ethyl]-5-ethyl-10,11-dihydro-5H-dibenz[b,f]azepine-10-carbonitrile hydrochloride). Reaction SMILES: [CH2:1]([N:3]([CH2:25][CH3:26])[CH2:4][CH2:5][C:6]1([C:23]#[N:24])[C:12]2[CH:13]=[CH:14][CH:15]=[CH:16][C:11]=2[N:10]([CH2:17][CH3:18])[C:9]2[CH:19]=[CH:20][CH:21]=[CH:22][C:8]=2[CH2:7]1)[CH3:2].[ClH:27]>CC(O)C>[ClH:27].[CH2:25]([N:3]([CH2:1][CH3:2])[CH2:4][CH2:5][C:6]1([C:23]#[N:24])[C:12]2[CH:13]=[CH:14][CH:15]=[CH:16][C:11]=2[N:10]([CH2:17][CH3:18])[C:9]2[CH:19]=[CH:20][CH:21]=[CH:22][C:8]=2[CH2:7]1)[CH3:26] |f:3.4|. Procedure: A solution of 10 parts of 10-[2-(diethylamino)ethyl]-5-ethyl-10,11-dihydro-5H-dibenz[b,f]azepine-10-carbonitrile in a minimal amount of 2-propanol is acidified with approximately 20% hydrogen chloride dissolved in 2-propanol. Precipitation occurs. Sufficient anhydrous ether is introduced to ensure completion of the precipitation, whereupon the insoluble solids are filtered off, washed with anhydrous ether, dried in air, and recrystallized from absolute ethanol to give 10-[2-(diethylamino)ethyl]-... Reactants: C1(=CC=CC=C1)C1=C2C(=NC(=C1C1=CC=NC=C1)C1=CC=CC=C1)NN=C2 (4,6-Diphenyl-5-(4-pyridyl)-1H-pyrazolo[3,4-b]pyridine), [OH-].[K+] (KOH), IC (iodomethane), O (Water). The solvent is CC(=O)C (acetone), CC(=O)C (acetone). Reaction conditions: time 8 hour. The product is CN1N=C2N=C(C(=C(C2=C1)C1=CC=CC=C1)C1=CC=NC=C1)C1=CC=CC=C1 (2-methyl-4,6-diphenyl-5-(4-pyridyl)pyrazolo[3,4-b]pyridine), CN1N=CC=2C1=NC(=C(C2C2=CC=CC=C2)C2=CC=NC=C2)C2=CC=CC=C2 (1-methyl-4,6-diphenyl-5-(4-pyridyl)pyrazolo[3,4-b]pyridine). The yield is 38.0%. As a reaction SMILES: [C:1]1([C:7]2[C:12]([C:13]3[CH:18]=[CH:17][N:16]=[CH:15][CH:14]=3)=[C:11]([C:19]3[CH:24]=[CH:23][CH:22]=[CH:21][CH:20]=3)[N:10]=[C:9]3[NH:25][N:26]=[CH:27][C:8]=23)[CH:6]=[CH:5][CH:4]=[CH:3][CH:2]=1.[OH-].[K+].I[CH3:31].O>CC(C)=O>[CH3:31][N:26]1[CH:27]=[C:8]2[C:9]([N:10]=[C:11]([C:19]3[CH:24]=[CH:23][CH:22]=[CH:21][CH:20]=3)[C:12]([C:13]3[CH:18]=[CH:17][N:16]=[CH:15][CH:14]=3)=[C:7]2[C:1]2[CH:6]=[CH:5][CH:4]=[CH:3][CH:2]=2)=[N:25]1.[CH3:31][N:25]1[C:9]2=[N:10][C:11]([C:19]3[CH:24]=[CH:23][CH:22]=[CH:21][CH:20]=3)=[C:12]([C:13]3[CH:18]=[CH:17][N:16]=[CH:15][CH:14]=3)[C:7]([C:1]3[CH:6]=[CH:5][CH:4]=[CH:3][CH:2]=3)=[C:8]2[CH:27]=[N:26]1 |f:1.2|. Procedure details: To a suspension of 4,6-diphenyl-5-(4-pyridyl)-1H-pyrazolo[3,4-b]pyridine (0.10 g, 0.3 mmol, obtained in example 2) in acetone (1 mL), KOH (21 mg, 0.4 mmol) was added under argon atmosphere. Then, a solution of iodomethane (47 mg, 0.3 mmol) in acetone (0.1 mL) was added and stirred overnight at room temperature. Water was added and extracted with CHCl3. The organic phase was dried over Na2SO4 and concentrated to dryness. The crude product obtained was purified by chromatography on silica gel usin... Starting materials: C(C)S(=O)(=O)N1CCNCC1 (1-ethanesulfonylpiperazine), S(=O)(=O)(N)N (sulfamide). Run in O1CCOCC1 (dioxane). Reaction conditions: temperature 100 celsius, time 4 hour. Yields the product C(C)S(=O)(=O)N1CCN(CC1)S(=O)(=O)N (4-Ethanesulfonylpiperazine-1-sulfonamide). Reaction SMILES: [CH2:1]([S:3]([N:6]1[CH2:11][CH2:10][NH:9][CH2:8][CH2:7]1)(=[O:5])=[O:4])[CH3:2].[S:12](N)([NH2:15])(=[O:14])=[O:13]>O1CCOCC1>[CH2:1]([S:3]([N:6]1[CH2:7][CH2:8][N:9]([S:12]([NH2:15])(=[O:14])=[O:13])[CH2:10][CH2:11]1)(=[O:5])=[O:4])[CH3:2]. Procedure: To a solution of 1-ethanesulfonylpiperazine (1.0 g) in dioxane (10 ml) was added sulfamide (0.51 g). The reaction was then heated at 100° C. for 24 h. The reaction was allowed to cool before being concentrated in vacuo. The residue was stirred in Et2O for 4 h and the mixture filtered to give the product as a white solid. Yield: 1.3 g.